This data is from the Open Reaction Database (ORD), a public repository of structured organic reaction records. The task is: describe an organic reaction: reactants, conditions, products, and yield Reactants: FC1=C(N[C@@H](C(=O)OC)C)C=CC(=C1F)F (methyl (2R)-2-(2,3,4-trifluoroanilino)propionate), CC(C)([O-])C.[K+] (Potassium tertiary-butoxide), Cl (hydrochloric acid), [OH-].[Na+] (sodium hydroxide). Run in CC(=O)N(C)C (DMAc), CC(=O)N(C)C (DMAc). Run at time 1 hour. The product is FC1=C(NC(C(=O)O)C)C=CC(=C1F)F (2-(2,3,4-Trifluoroanilino)propionic acid). Isolated yield 98.3%. As a reaction SMILES: CC(C)([O-])C.[K+].[F:7][C:8]1[C:20]([F:21])=[C:19]([F:22])[CH:18]=[CH:17][C:9]=1[NH:10][C@H:11]([CH3:16])[C:12]([O:14]C)=[O:13].[OH-].[Na+].Cl>CC(N(C)C)=O>[F:7][C:8]1[C:20]([F:21])=[C:19]([F:22])[CH:18]=[CH:17][C:9]=1[NH:10][CH:11]([CH3:16])[C:12]([OH:14])=[O:13] |f:0.1,3.4|. Procedure details: Potassium tertiary-butoxide (123.4 mg) was suspended in DMAc (2 ml). Under ice-cooling, a solution of methyl (2R)-2-(2,3,4-trifluoroanilino)propionate (223 mg, 91% ee) in DMAc (2 ml) was added thereto. The liquid reaction mixture was stirred at the same temperature for 1 hour. Then an aqueous solution of sodium hydroxide (3 mol/l; 2 ml) was added and the mixture was stirred for 1 hour. The liquid reaction mixture was adjusted to pH 2 with an aqueous solution of hydrochloric acid (3 mol/l) and th... Reactants: ClC1=C(C=C(C=C1)S(=O)(=O)N(COC)C=1C(=NC=C(C1)Cl)C(=O)N1CC(OC(C1)C)C)C(F)(F)F (4-chloro-N-[5-chloro-2-(2,6-dimethyl-morpholine-4-carbonyl)-pyridin-3-yl]-N-methoxymethyl-3-trifluoromethyl-benzenesulfonamide). Run in Cl (HCl), O (water). Product: ClC1=C(C=C(C=C1)S(=O)(=O)NC=1C(=NC=C(C1)Cl)C(=O)N1CC(OC(C1)C)C)C(F)(F)F (4-chloro-N-[5-chloro-2-(2,6-dimethyl-morpholine-4-carbonyl)-pyridin-3-yl]-3-trifluoromethyl-benzenesulfonamide). Reaction SMILES: [Cl:1][C:2]1[CH:7]=[CH:6][C:5]([S:8]([N:11]([C:15]2[C:16]([C:22]([N:24]3[CH2:29][CH:28]([CH3:30])[O:27][CH:26]([CH3:31])[CH2:25]3)=[O:23])=[N:17][CH:18]=[C:19]([Cl:21])[CH:20]=2)COC)(=[O:10])=[O:9])=[CH:4][C:3]=1[C:32]([F:35])([F:34])[F:33]>Cl.O>[Cl:1][C:2]1[CH:7]=[CH:6][C:5]([S:8]([NH:11][C:15]2[C:16]([C:22]([N:24]3[CH2:25][CH:26]([CH3:31])[O:27][CH:28]([CH3:30])[CH2:29]3)=[O:23])=[N:17][CH:18]=[C:19]([Cl:21])[CH:20]=2)(=[O:9])=[O:10])=[CH:4][C:3]=1[C:32]([F:35])([F:34])[F:33]. Procedure details: A solution of crude 4-chloro-N-[5-chloro-2-(2,6-dimethyl-morpholine-4-carbonyl)-pyridin-3-yl]-N-methoxymethyl-3-trifluoromethyl-benzenesulfonamide in 3 mL HCl (4M in dioxane) and water (1 mL) was refluxed for 2 h. Upon cooling to room temperature, the mixture was concentrated and the residue was purified via preparative TLC (50% EtOAc in hexane) to afford 28 mg of 4-chloro-N-[5-chloro-2-(2,6-dimethyl-morpholine-4-carbonyl)-pyridin-3-yl]-3-trifluoromethyl-benzenesulfonamide as an off white solid.... Starting materials: N1(C=NCCC1)CC=O (1,4,5,6-tetrahydropyrimidine-1-acetaldehyde), [H][H] (hydrogen), N (ammonia). The reagents and catalysts are [Ni] (Raney nickel). Run in C(C)O (ethanol). Product: NCCN1C=NCCC1 (1-(2-aminoethyl)-1,4,5,6-tetrahydropyrimidine). As a reaction SMILES: [N:1]1([CH2:7][CH:8]=O)[CH2:6][CH2:5][CH2:4][N:3]=[CH:2]1.[NH3:10].[H][H]>[Ni].C(O)C>[NH2:10][CH2:8][CH2:7][N:1]1[CH2:6][CH2:5][CH2:4][N:3]=[CH:2]1. Procedure: A suspension of 0.20 g. of Raney nickel, 6.3 g. of 1,4,5,6-tetrahydropyrimidine-1-acetaldehyde and 1.7 g. of ammonia in 50 ml. of ethanol is shaken under 20 atmospheres of hydrogen at 40° C. until one equivalent is absorbed. The catalyst is filtered off and the solvent is removed in vacuo to give 1-(2-aminoethyl)-1,4,5,6-tetrahydropyrimidine. Starting materials: BrC1=CC=C(C=C1)C(C\C(=N/O)\C1=CC=NC=C1)C1=CC=CC=C1 ((E)-3-(4-Bromo-phenyl)-3-phenyl-1-pyridin-4-yl-propan-1-one oxime), OCC1=CC=C(C=C1)B(O)O (4-(hydroxymethyl)phenylboronic acid). Product: OCC1=CC=C(C=C1)C1=CC=C(C=C1)C(C\C(=N/O)\C1=CC=NC=C1)C1=CC=CC=C1 ((E)-3-(4′-Hydroxymethyl-biphenyl-4-yl)-3-phenyl-1-pyridin-4-yl-propan-1-one oxime). RXN SMILES: Br[C:2]1[CH:7]=[CH:6][C:5]([CH:8]([C:19]2[CH:24]=[CH:23][CH:22]=[CH:21][CH:20]=2)[CH2:9]/[C:10](/[C:13]2[CH:18]=[CH:17][N:16]=[CH:15][CH:14]=2)=[N:11]\[OH:12])=[CH:4][CH:3]=1.[OH:25][CH2:26][C:27]1[CH:32]=[CH:31][C:30](B(O)O)=[CH:29][CH:28]=1>>[OH:25][CH2:26][C:27]1[CH:32]=[CH:31][C:30]([C:2]2[CH:7]=[CH:6][C:5]([CH:8]([C:19]3[CH:24]=[CH:23][CH:22]=[CH:21][CH:20]=3)[CH2:9]/[C:10](/[C:13]3[CH:18]=[CH:17][N:16]=[CH:15][CH:14]=3)=[N:11]\[OH:12])=[CH:4][CH:3]=2)=[CH:29][CH:28]=1. Procedure: In analogy to example 22, from (E)-3-(4-bromo-phenyl)-3-phenyl-1-pyridin-4-yl-propan-1-one oxime (example 5) and 4-(hydroxymethyl)phenylboronic acid was prepared the title compound as a yellow foam, MS (ESI+): m/z=409.2 ([M+H]+). The reactants are O=C([O-])[O-], COC(=O)COc1ccc2ccc(OCCCOCCCBr)c(C(C)=O)c2c1, CC(C)=O, CN(C)C=O, [K+], [K+], CCCc1c(O)ccc(C(C)=O)c1O. Yields the product CCCc1c(OCCCOCCCOc2ccc3ccc(OCC(=O)OC)cc3c2C(C)=O)ccc(C(C)=O)c1O. As a reaction SMILES: [C:43](=[O:44])([O-:45])[O-:46].[CH3:1][O:2][C:3]([CH2:4][O:5][c:6]1[cH:7][c:8]2[c:9]([C:25]([CH3:26])=[O:27])[c:10]([O:16][CH2:17][CH2:18][CH2:19][O:20][CH2:21][CH2:22][CH2:23][Br:24])[cH:11][cH:12][c:13]2[cH:14][cH:15]1)=[O:28].[CH3:49][C:50](=[O:51])[CH3:52].[CH3:53][N:54]([CH3:55])[CH:56]=[O:57].[K+:47].[K+:48].[OH:29][c:30]1[c:31]([C:40]([CH3:41])=[O:42])[cH:32][cH:33][c:34]([OH:39])[c:35]1[CH2:36][CH2:37][CH3:38]>>[CH3:1][O:2][C:3]([CH2:4][O:5][c:6]1[cH:7][c:8]2[c:9]([C:25]([CH3:26])=[O:27])[c:10]([O:16][CH2:17][CH2:18][CH2:19][O:20][CH2:21][CH2:22][CH2:23][O:39][c:34]3[cH:33][cH:32][c:31]([C:40]([CH3:41])=[O:42])[c:30]([OH:29])[c:35]3[CH2:36][CH2:37][CH3:38])[cH:11][cH:12][c:13]2[cH:14][cH:15]1)=[O:28]. The reactants are OC1=C(C=O)C=CC(=C1)OC (2-Hydroxy-4-methoxy-benzaldehyde), C(=O)[O-].[NH4+] (ammonium formate). The reagents and catalysts are [Pd] (palladium/carbon). The solvent is C(C)(=O)O (acetic acid). Run at temperature 110 celsius. The product is COC=1C=CC(=C(C1)O)C (5-Methoxy-2-methyl-phenol). RXN SMILES: [OH:1][C:2]1[CH:9]=[C:8]([O:10][CH3:11])[CH:7]=[CH:6][C:3]=1[CH:4]=O.C([O-])=O.[NH4+]>[Pd].C(O)(=O)C>[CH3:11][O:10][C:8]1[CH:7]=[CH:6][C:3]([CH3:4])=[C:2]([OH:1])[CH:9]=1 |f:1.2|. Procedure details: 2-Hydroxy-4-methoxy-benzaldehyde (3 g, 19.7 mmol), ammonium formate (6.2 g, 99 mmol) and palladium/carbon (900 mg @ 10%) were added to 26 ml glacial acetic acid and heated at 110° C. for 1 h. The reaction was cooled, filtered, and diluted with water (100 ml). The crude product was extracted with chloroform (3×50 ml), washed with water, brine, and dried over anhydrous sodium sulfate. The resulting solution was concentrated and used for the next step without further purification. MS m/z 139 (M+1). Yields the product Cc1cc(C(=O)NCCN2CCCC2)c(C=O)[nH]1. Reactants: Cc1cc(C(=O)O)c(C=O)[nH]1, NCCN1CCCC1. RXN SMILES: [CH:1](=[O:2])[c:3]1[nH:4][c:5]([CH3:11])[cH:6][c:7]1[C:8](=[O:9])[OH:10].[NH2:12][CH2:13][CH2:14][N:15]1[CH2:16][CH2:17][CH2:18][CH2:19]1>>[CH:1](=[O:2])[c:3]1[nH:4][c:5]([CH3:11])[cH:6][c:7]1[C:8](=[O:10])[NH:12][CH2:13][CH2:14][N:15]1[CH2:16][CH2:17][CH2:18][CH2:19]1. The reactants are ClC=1C(=NC(=CC1)N)N (3-chloro-2,6-diaminopyridine), ClC(=O)OCC (ethyl chloroformate), C([O-])(O)=O.[Na+] (sodium bicarbonate), O1CCCC1 (tetrahydrofuran). The solvent is O (water). Conditions: temperature 0 celsius. Yields the product NC1=C(C=CC(=N1)NC(OCC)=O)Cl (Ethyl N-(6-amino-5-chloro-2-pyridyl)carbamate). As a reaction SMILES: [Cl:1][C:2]1[C:3]([NH2:9])=[N:4][C:5]([NH2:8])=[CH:6][CH:7]=1.O1CCCC1.C(=O)(O)[O-].[Na+].Cl[C:21]([O:23][CH2:24][CH3:25])=[O:22]>O>[NH2:9][C:3]1[N:4]=[C:5]([NH:8][C:21](=[O:22])[O:23][CH2:24][CH3:25])[CH:6]=[CH:7][C:2]=1[Cl:1] |f:2.3|. Reported procedure: A solution of 3-chloro-2,6-diaminopyridine (129 g. 0.9 mole) in 1000 ml. of tetrahydrofuran and 250 ml. of water containing sodium bicarbonate (84 g., 1.0 mole) is stirred at 0° C. while adding ethyl chloroformate (114 g. 1.05 mole) dropwise over 1/2 hour. The mixture is stirred at 0° C. over night. The dark solution is filtered through activated carbon and the organic layer of the filtrate is separated, dried and concentrated in vacuo. The residual oil is taken up in ether, washed with 5 N sodi... Yield: 89.8%. Reaction conditions: temperature 5 celsius, time 2 hour. Procedure details: Sulfuric acid (400 ml) was added slowly to water (400 ml). After cooling to 5° C., 2-fluoro-phenylhydrazine hydrochloride (123 g, 757 mmol) was added resulting in a brown suspension. Then a solution of oxalacetic acid (100 g, 757 mmol) in water (400 ml) was added slowly during a period of 25 min. After 2 h the conversion was complete and the solid was filtered. After washing with water the solid was dried. The product was obtained as light brown solid (151 g, 90%). Solvent: O (water), O (water). Reactants: S(O)(O)(=O)=O (Sulfuric acid), C(CC(=O)C(=O)O)(=O)O (oxalacetic acid), Cl.FC1=C(C=CC=C1)NN (2-fluoro-phenylhydrazine hydrochloride). As a reaction SMILES: S(=O)(=O)(O)O.Cl.[F:7][C:8]1[CH:13]=[CH:12][CH:11]=[CH:10][C:9]=1[NH:14][NH2:15].[C:16](O)(=[O:23])[CH2:17][C:18]([C:20]([OH:22])=[O:21])=O>O>[F:7][C:8]1[CH:13]=[CH:12][CH:11]=[CH:10][C:9]=1[N:14]1[C:16]([OH:23])=[CH:17][C:18]([C:20]([OH:22])=[O:21])=[N:15]1 |f:1.2|. Yields the product FC1=C(C=CC=C1)N1N=C(C=C1O)C(=O)O (1-(2-Fluoro-phenyl)-5-hydroxy-1H-pyrazole-3-carboxylic acid).